The task is: describe an organic reaction: reactants, conditions, products, and yield. This data is from the Open Reaction Database (ORD), a public repository of structured organic reaction records. Procedure: 20.28 g of a methanolic solution of methoxysulfonic acid (prepared as described in Preparation 2), 1.77 g of methanol and 2.30 g of methylal (prepared as described in Preparation 5) were added to 30 ml of dimethyl carbonate. The mixture was cooled to 10° C., and 2.74 g of 7-ACA were added thereto, followed by stirring at 10° C. for 1 hour. After completion of the reaction, the reaction mixture was treated following the procedures described in Example 2 to give 2.01 g (yield 82%) of the desired c... Conditions: temperature 10 celsius, time 1 hour. The yield is 81.8%. Solvent: CO (methanol). As a reaction SMILES: COS(O)(=O)=O.COCOC.C(=O)(OC)OC.C[C:19]([O:21][CH2:22][C:23]1[CH2:32][S:31][C@@H:26]2[C@H:27]([NH2:30])[C:28](=[O:29])[N:25]2[C:24]=1[C:33]([OH:35])=[O:34])=O>CO>[NH2:30][CH:27]1[C:28](=[O:29])[N:25]2[C:24]([C:33]([OH:35])=[O:34])=[C:23]([CH2:22][O:21][CH3:19])[CH2:32][S:31][C@H:26]12. Product: NC1[C@@H]2N(C(=C(CS2)COC)C(=O)O)C1=O (7-Amino-3-Methoxymethyl-3-Cephem-4-Carboxylic Acid). The reactants are methanolic solution, COS(=O)(=O)O (methoxysulfonic acid), COCOC (methylal), C(OC)(OC)=O (dimethyl carbonate), CC(=O)OCC1=C(N2[C@@H]([C@@H](C2=O)N)SC1)C(=O)O (7-ACA). Yields the product O=C(O)c1cc(Br)c(Br)n1-c1ncccc1Cl. As a reaction SMILES: [Br:1][c:2]1[cH:3][c:4]([CH:15]=[O:16])[n:5](-[c:8]2[n:9][cH:10][cH:11][cH:12][c:13]2[Cl:14])[c:6]1[Br:7].[CH3:17][C:18]([CH3:19])=[O:20].[K+:26].[Mn:21]([O-:22])(=[O:23])(=[O:24])=[O:25].[OH2:27]>>[Br:1][c:2]1[cH:3][c:4]([C:15](=[O:16])[OH:20])[n:5](-[c:8]2[n:9][cH:10][cH:11][cH:12][c:13]2[Cl:14])[c:6]1[Br:7]. Starting materials: O=Cc1cc(Br)c(Br)n1-c1ncccc1Cl, CC(C)=O, [K+], O=[Mn](=O)(=O)[O-], O. The reactants are ClC1=C(C(=O)C2=C(SC(=C2)CC)N2C(=NN=C2C)CNC(=O)C=2N(C3=CC=CC=C3C2)CC(=O)OCC)C=CC=C1 (Ethyl 2-(4-(3-(2-chlorobenzoyl)-5-ethylthiophen-2-yl)-5-methyl[1,2,4]triazol-3-ylmethylcarbamoyl)indole-1-acetate), [O-]S(=O)(=O)C(F)(F)F.F[N+]1=C(C=CC=C1Cl)Cl (1-fluoro-2,6-dichloropyridiniumtriflate). Solvent: ClC(C)Cl (dichloroethane). Yields the product ClC1=C(C(=O)C2=C(SC(=C2)CC)N2C(=NN=C2C)CNC(=O)C=2N(C3=CC=CC=C3C2F)CC(=O)OCC)C=CC=C1 (ethyl 2-(4-(3-(2-chlorobenzoyl)-5-ethylthiophen-2-yl)-5-methyl[1,2,4]triazol-3-ylmethylcarbamoyl)-3-fluoroindole-1-acetate). RXN SMILES: [Cl:1][C:2]1[CH:41]=[CH:40][CH:39]=[CH:38][C:3]=1[C:4]([C:6]1[CH:10]=[C:9]([CH2:11][CH3:12])[S:8][C:7]=1[N:13]1[C:17]([CH3:18])=[N:16][N:15]=[C:14]1[CH2:19][NH:20][C:21]([C:23]1[N:24]([CH2:32][C:33]([O:35][CH2:36][CH3:37])=[O:34])[C:25]2[C:30]([CH:31]=1)=[CH:29][CH:28]=[CH:27][CH:26]=2)=[O:22])=[O:5].[O-]S(C(F)(F)[F:47])(=O)=O.F[N+]1C(Cl)=CC=CC=1Cl>ClC(Cl)C>[Cl:1][C:2]1[CH:41]=[CH:40][CH:39]=[CH:38][C:3]=1[C:4]([C:6]1[CH:10]=[C:9]([CH2:11][CH3:12])[S:8][C:7]=1[N:13]1[C:17]([CH3:18])=[N:16][N:15]=[C:14]1[CH2:19][NH:20][C:21]([C:23]1[N:24]([CH2:32][C:33]([O:35][CH2:36][CH3:37])=[O:34])[C:25]2[C:30]([C:31]=1[F:47])=[CH:29][CH:28]=[CH:27][CH:26]=2)=[O:22])=[O:5] |f:1.2|. Procedure details: Ethyl 2-(4-(3-(2-chlorobenzoyl)-5-ethylthiophen-2-yl)-5-methyl[1,2,4]triazol-3-ylmethylcarbamoyl)indole-1-acetate is dissolved in dichloroethane, and reacted with 1-fluoro-2,6-dichloropyridiniumtriflate to give ethyl 2-(4-(3-(2-chlorobenzoyl)-5-ethylthiophen-2-yl)-5-methyl[1,2,4]triazol-3-ylmethylcarbamoyl)-3-fluoroindole-1-acetate. The reactants are FC(C(=O)O)(F)F (Trifluoroacetic acid), C(C1=CC=CC=C1)N(NC(C(C(CC1=CC=CC=C1)NC(=O)[C@@H]1N(C(CC1)=O)CC1=CC=CC=C1)=O)=O)C(=O)OC(C)(C)C (tert-butyl 1-benzyl-2-(3-((R)-1-benzyl-5-oxopyrrolidine-2-carboxamido)-2-oxo-4-phenylbutanoyl)hydrazinecarboxylate). The solvent is C(Cl)Cl (DCM). Reaction conditions: time 4 hour. Product: C(C1=CC=CC=C1)N1[C@H](CCC1=O)C(=O)NC(CC1=CC=CC=C1)C(C(=O)NNCC1=CC=CC=C1)=O.FC(C(=O)O)(F)F ((2R)-1-Benzyl-N-(4-(2-benzylhydrazinyl)-3,4-dioxo-1-phenylbutan-2-yl)-5-oxopyrrolidine-2-carboxamide•Trifluoroacetic acid). As a reaction SMILES: [F:1][C:2]([F:7])([F:6])[C:3]([OH:5])=[O:4].[CH2:8]([N:15](C(OC(C)(C)C)=O)[NH:16][C:17](=[O:44])[C:18](=[O:43])[CH:19]([NH:27][C:28]([C@H:30]1[CH2:34][CH2:33][C:32](=[O:35])[N:31]1[CH2:36][C:37]1[CH:42]=[CH:41][CH:40]=[CH:39][CH:38]=1)=[O:29])[CH2:20][C:21]1[CH:26]=[CH:25][CH:24]=[CH:23][CH:22]=1)[C:9]1[CH:14]=[CH:13][CH:12]=[CH:11][CH:10]=1>C(Cl)Cl>[CH2:36]([N:31]1[C:32](=[O:35])[CH2:33][CH2:34][C@@H:30]1[C:28]([NH:27][CH:19]([C:18](=[O:43])[C:17]([NH:16][NH:15][CH2:8][C:9]1[CH:10]=[CH:11][CH:12]=[CH:13][CH:14]=1)=[O:44])[CH2:20][C:21]1[CH:22]=[CH:23][CH:24]=[CH:25][CH:26]=1)=[O:29])[C:37]1[CH:38]=[CH:39][CH:40]=[CH:41][CH:42]=1.[F:1][C:2]([F:7])([F:6])[C:3]([OH:5])=[O:4] |f:3.4|. Reported procedure: Trifluoroacetic acid (TFA) (0.2 mL, 2.60 mmol) was added to a solution of tert-butyl 1-benzyl-2-(3-((R)-1-benzyl-5-oxopyrrolidine-2-carboxamido)-2-oxo-4-phenylbutanoyl)hydrazinecarboxylate (110 mg, 0.184 mmol) in DCM (2 mL). After stirring for 4 h the solvent was removed in vacuo and the residue obtained was triturated with diethyl ether providing the title compound (48 mg, 43%). Starting materials: NC=1C=CC(=C(C1)[C@]1(N=C(O[C@@H](C1)C(F)(F)F)NC(C1=CC=CC=C1)=O)CF)F (N-((4S,6S)-4-(5-amino-2-fluorophenyl)-4-(fluoromethyl)-6-(trifluoromethyl)-5,6-dihydro-4H-1,3-oxazin-2-yl)benzamide), ClC=1OC2=C(N1)C=CC(=C2)Cl (2,6-dichlorobenzoxazole), NC=1C=CC(=C(C1)[C@]1(N=C(O[C@@H](C1)C(F)(F)F)NC(C1=CC=CC=C1)=O)C)F (N-((4S,6S)-4-(5-amino-2-fluorophenyl)-4-methyl-6-(trifluoromethyl)-5,6-dihydro-4H-1,3-oxazin-2-yl)benzamide), CN1CCCC1=O (NMP). Solvent: O (water), CCOC(=O)C (EtOAc). Conditions: temperature 120 celsius, time 4.5 hour. The product is ClC1=CC2=C(N=C(O2)NC=2C=CC(=C(C2)[C@]2(N=C(O[C@@H](C2)C(F)(F)F)NC(C2=CC=CC=C2)=O)C)F)C=C1 (N-((4S,6S)-4-(5-((6-chlorobenzo[d]oxazol-2-yl)amino)-2-fluorophenyl)-4-methyl-6-(trifluoromethyl)-5,6-dihydro-4H-1,3-oxazin-2-yl)benzamide). The yield is 72.3%. RXN SMILES: [NH2:1][C:2]1[CH:3]=[CH:4][C:5]([F:29])=[C:6]([C@:8]2([CH2:27]F)[CH2:13][C@@H:12]([C:14]([F:17])([F:16])[F:15])[O:11][C:10]([NH:18][C:19](=[O:26])[C:20]3[CH:25]=[CH:24][CH:23]=[CH:22][CH:21]=3)=[N:9]2)[CH:7]=1.Cl[C:31]1[O:32][C:33]2[CH:39]=[C:38]([Cl:40])[CH:37]=[CH:36][C:34]=2[N:35]=1.NC1C=CC(F)=C([C@]2(C)C[C@@H](C(F)(F)F)OC(NC(=O)C3C=CC=CC=3)=N2)C=1.CN1C(=O)CCC1>O.CCOC(C)=O>[Cl:40][C:38]1[CH:37]=[CH:36][C:34]2[N:35]=[C:31]([NH:1][C:2]3[CH:3]=[CH:4][C:5]([F:29])=[C:6]([C@:8]4([CH3:27])[CH2:13][C@@H:12]([C:14]([F:16])([F:15])[F:17])[O:11][C:10]([NH:18][C:19](=[O:26])[C:20]5[CH:25]=[CH:24][CH:23]=[CH:22][CH:21]=5)=[N:9]4)[CH:7]=3)[O:32][C:33]=2[CH:39]=1. Reported procedure: A mixture of N-((4S,6S)-4-(5-amino-2-fluorophenyl)-4-methyl-6-(trifluoromethyl)-5,6-dihydro-4H-1,3-oxazin-2-yl)benzamide (0.200 g, 0.506 mmol, prepared as described in Example 1 Step 9 but using N-((4S,6S)-4-(5-bromo-2-fluorophenyl)-4-methyl-6-(trifluoromethyl)-5,6-dihydro-4H-1,3-oxazin-2-yl)benzamide 4g), 2,6-dichlorobenzoxazole (0.133 g, 0.708 mmol), potassium carbonate (4l, 0.126 g, 0.911 mmol) and NMP (2 mL) was stirred at 120° C. for 4.5 h, the mixture was diluted with water and EtOAc. The ... Reaction SMILES: [Cl:1][C:2]1[CH:7]=[CH:6][C:5]([CH2:8][NH:9][C:10]([C:12]2[CH:13]=[N:14][C:15]3[C:20]([C:21]=2[OH:22])=[CH:19][C:18](I)=[CH:17][C:16]=3[F:24])=[O:11])=[CH:4][CH:3]=1.[C:25]([OH:31])(=[O:30])[CH2:26][CH2:27][C:28]#[CH:29]>C(NCC)C.[Cu](I)I.Cl[Pd](Cl)([P](C1C=CC=CC=1)(C1C=CC=CC=1)C1C=CC=CC=1)[P](C1C=CC=CC=1)(C1C=CC=CC=1)C1C=CC=CC=1>[Cl:1][C:2]1[CH:7]=[CH:6][C:5]([CH2:8][NH:9][C:10]([C:12]2[CH:13]=[N:14][C:15]3[C:20]([C:21]=2[OH:22])=[CH:19][C:18]([C:29]#[C:28][CH2:27][CH2:26][C:25]([OH:31])=[O:30])=[CH:17][C:16]=3[F:24])=[O:11])=[CH:4][CH:3]=1 |^1:42,61|. Reagents/catalysts: [Cu](I)I (copper iodide), Cl[Pd]([P](C1=CC=CC=C1)(C2=CC=CC=C2)C3=CC=CC=C3)([P](C4=CC=CC=C4)(C5=CC=CC=C5)C6=CC=CC=C6)Cl (dichlorobis(triphenylphosphine)palladium). Conditions: time 8 hour. Yields the product ClC1=CC=C(CNC(=O)C=2C=NC3=C(C=C(C=C3C2O)C#CCCC(=O)O)F)C=C1 (5-(3-{[(4-Chlorobenzyl)amino]carbonyl}-8-fluoro-4-hydroxy-6-quinolinyl)-4-pentynoic acid). The solvent is C(C)NCC (diethylamine). Starting materials: ClC1=CC=C(C=C1)CNC(=O)C=1C=NC2=C(C=C(C=C2C1O)I)F (N-[(4-Chlorophenyl)methyl]-8-fluoro-4-hydroxy-6-iodo-3-quinolinecarboxamide), C(CCC#C)(=O)O (4-pentynoic acid), acetone hexanes. Yield: 13.4%. Reported procedure: To a mixture of the title compound of Example 5 (0.457 g), copper iodide (0.010 g) and dichlorobis(triphenylphosphine)palladium (II) (0.035 g) in 15 mL diethylamine is added 4-pentynoic acid (0.098 g). The reaction is allowed to stir overnight. The solvents are evaporated and the residue is chromatographed on silica, eluting with 10% MeOH/CH2Cl2. Fractions homogeneous by TLC are combined and condensed. The residue is recrysallized from acetone/hexanes to yield 0.057 g of the desired product as a... The reactants are C=C=CC1CCC(=O)N1, Cl, O. Product: C=C=CC(N)CCC(=O)O. RXN SMILES: [CH:1](=[C:2]=[CH2:3])[CH:4]1[CH2:5][CH2:6][C:7](=[O:9])[NH:8]1.[ClH:10].[OH2:11]>>[CH:1](=[C:2]=[CH2:3])[CH:4]([CH2:5][CH2:6][C:7]([OH:9])=[O:11])[NH2:8]. Reactants: C1(=CC=CC=C1)C1=C(N(C2=CC=CC=C12)S(=O)(=O)C1=CC=C(C=C1)C)C(C)O (1-[3-phenyl-1-(toluene-4-sulfonyl)-1H-indol-2-yl]ethanol), CC(C)OC(=O)/N=N/C(=O)OC(C)C (DIAD), C1(=CC=CC=C1)P(C1=CC=CC=C1)C1=CC=CC=C1 (triphenylphosphine), C1(=CC=CC=C1)P(=O)(C1=CC=CC=C1)N=[N+]=[N-] (diphenylphosphoryl azide). Solvent: O1CCOCC1 (dioxane), O1CCOCC1 (dioxane), O1CCOCC1 (dioxane), O1CCOCC1 (dioxane), C(Cl)Cl (DCM). Conditions: time 10 minute. Yields the product N(=[N+]=[N-])C(C)C=1N(C2=CC=CC=C2C1C1=CC=CC=C1)S(=O)(=O)C1=CC=C(C=C1)C (2-(1-Azidoethyl)-3-phenyl-1-(toluene-4-sulfonyl)-1H-indole). Isolated yield 75.2%. Reaction SMILES: CC(OC(/N=N/C(OC(C)C)=O)=O)C.C1(P(C2C=CC=CC=2)C2C=CC=CC=2)C=CC=CC=1.[C:34]1([C:40]2[C:48]3[C:43](=[CH:44][CH:45]=[CH:46][CH:47]=3)[N:42]([S:49]([C:52]3[CH:57]=[CH:56][C:55]([CH3:58])=[CH:54][CH:53]=3)(=[O:51])=[O:50])[C:41]=2[CH:59](O)[CH3:60])[CH:39]=[CH:38][CH:37]=[CH:36][CH:35]=1.C1(P([N:76]=[N+:77]=[N-:78])(C2C=CC=CC=2)=O)C=CC=CC=1>O1CCOCC1.C(Cl)Cl>[N:76]([CH:59]([C:41]1[N:42]([S:49]([C:52]2[CH:57]=[CH:56][C:55]([CH3:58])=[CH:54][CH:53]=2)(=[O:50])=[O:51])[C:43]2[C:48]([C:40]=1[C:34]1[CH:35]=[CH:36][CH:37]=[CH:38][CH:39]=1)=[CH:47][CH:46]=[CH:45][CH:44]=2)[CH3:60])=[N+:77]=[N-:78]. Reported procedure: A solution of DIAD (1.80 g, 8.89 mmol) in dioxane (5 mL) was added to a solution of triphenylphosphine (2.33 g, 8.89 mmol) in dioxane (20 mL) at 0° C. under a nitrogen atmosphere. After 10 min stirring, 1-[3-phenyl-1-(toluene-4-sulfonyl)-1H-indol-2-yl]ethanol (1.74 g, 4.44 mmol) in dioxane (15 mL) was added followed by diphenylphosphoryl azide (1.47 g, 5.53 mmol) in dioxane (5 mL). Stirring at 20° C. was continued for 16 h and then the crude reaction mixture was diluted with DCM and purified by ... Starting materials: FC(OC1=CC=C(C=C1)C=1C=CC2=C(C(=NO2)O)C1)(F)F (5-(4-(trifluoromethoxy)phenyl)benzo[d]isoxazol-3-ol), O1N=CC2=C1C=CC=C2 (benzisoxazole), BrCC1(COC1)C (3-bromomethyl-3-methyloxetane), C([O-])([O-])=O.[Cs+].[Cs+] (cesium carbonate). Run in CN(C)C=O (DMF), C(C)(=O)OCC (ethyl acetate). The product is CC1(COC1)COC1=NOC2=C1C=C(C=C2)C2=CC=C(C=C2)OC(F)(F)F (3-((3-methyloxetan-3-yl)methoxy)-5-(4-(trifluoromethoxy)phenyl)benzo[d]isoxazole). The yield is 61.8%. RXN SMILES: [F:1][C:2]([F:21])([F:20])[O:3][C:4]1[CH:9]=[CH:8][C:7]([C:10]2[CH:11]=[CH:12][C:13]3[O:17][N:16]=[C:15]([OH:18])[C:14]=3[CH:19]=2)=[CH:6][CH:5]=1.Br[CH2:23][C:24]1([CH3:28])[CH2:27][O:26][CH2:25]1.C(=O)([O-])[O-].[Cs+].[Cs+].O1C2C=CC=CC=2C=N1>CN(C=O)C.C(OCC)(=O)C>[CH3:23][C:24]1([CH2:28][O:18][C:15]2[C:14]3[CH:19]=[C:10]([C:7]4[CH:8]=[CH:9][C:4]([O:3][C:2]([F:1])([F:20])[F:21])=[CH:5][CH:6]=4)[CH:11]=[CH:12][C:13]=3[O:17][N:16]=2)[CH2:27][O:26][CH2:25]1 |f:2.3.4|. Reported procedure: 5-(4-(trifluoromethoxy)phenyl)benzo[d]isoxazol-3-ol (100 mg, 0.34 mmol), 3-bromomethyl-3-methyloxetane (150 mg, 0.91 mmol) and cesium carbonate (300 mg) were combined in 5 mL DMF and stirred at ambient temperature until HPLC showed complete disappearance of benzisoxazole starting material. The reaction mixture was diluted with 60 mL ethyl acetate, washed with water and brine and evaporated under vacuum. Flash chromatographic purification on 12 g silica gel with 0-60% ethyl acetate in hexane gave... The reactants are BrB(Br)Br, CCOC(C)=O, ClCCl, COc1c(CSC2=NOC(C)(CCl)C2)c(C(F)(F)F)nn1C, O. Yields the product Cn1nc(C(F)(F)F)c(CSC2=NOC(C)(CCl)C2)c1O. RXN SMILES: [B:1]([Br:2])([Br:3])[Br:4].[CH3:28][CH2:29][O:30][C:31](=[O:32])[CH3:33].[Cl:34][CH2:35][Cl:36].[Cl:5][CH2:6][C:7]1([CH3:26])[CH2:8][C:9]([S:12][CH2:13][c:14]2[c:15]([C:22]([F:23])([F:24])[F:25])[n:16][n:17]([CH3:21])[c:18]2[O:19][CH3:20])=[N:10][O:11]1.[OH2:27]>>[Cl:5][CH2:6][C:7]1([CH3:26])[CH2:8][C:9]([S:12][CH2:13][c:14]2[c:15]([C:22]([F:23])([F:24])[F:25])[n:16][n:17]([CH3:21])[c:18]2[OH:19])=[N:10][O:11]1.